From a dataset of the Open Reaction Database (ORD), a public repository of structured organic reaction records. describe an organic reaction: reactants, conditions, products, and yield Reactants: CC(CO[Si](C)(C)C(C)(C)C)OCC(Oc1ncnc2c1cnn2-c1ncccc1Cl)C(=O)Nc1ccc(F)cn1, C1CCOC1, Cl. The product is CC(CO)OCC(Oc1ncnc2c1cnn2-c1ncccc1Cl)C(=O)Nc1ccc(F)cn1. Reaction SMILES: [C:2]([Si:3]([CH3:4])([CH3:5])[O:7][CH2:8][CH:9]([CH3:10])[O:11][CH2:12][CH:13]([C:14](=[O:15])[NH:16][c:17]1[n:18][cH:19][c:20]([F:23])[cH:21][cH:22]1)[O:24][c:25]1[c:26]2[c:27]([n:28][cH:29][n:30]1)[n:31](-[c:34]1[n:35][cH:36][cH:37][cH:38][c:39]1[Cl:40])[n:32][cH:33]2)([CH3:6])([CH3:41])[CH3:42].[CH2:43]1[O:44][CH2:45][CH2:46][CH2:47]1.[ClH:1]>>[OH:7][CH2:8][CH:9]([CH3:10])[O:11][CH2:12][CH:13]([C:14](=[O:15])[NH:16][c:17]1[n:18][cH:19][c:20]([F:23])[cH:21][cH:22]1)[O:24][c:25]1[c:26]2[c:27]([n:28][cH:29][n:30]1)[n:31](-[c:34]1[n:35][cH:36][cH:37][cH:38][c:39]1[Cl:40])[n:32][cH:33]2. The reactants are C1COCCN1, CC(C)(C)[O-], COc1cccc(OC)c1-c1ccccc1P(C1CCCCC1)C1CCCCC1, Fc1ncccc1I, [Na+], O=C(C=Cc1ccccc1)C=Cc1ccccc1, O=C(C=Cc1ccccc1)C=Cc1ccccc1, O=C(C=Cc1ccccc1)C=Cc1ccccc1, [Pd], [Pd]. Yields the product Fc1ncccc1N1CCOCC1. As a reaction SMILES: [CH2:9]1[CH2:10][O:11][CH2:12][CH2:13][NH:14]1.[CH3:44][C:45]([CH3:46])([O-:47])[CH3:48].[CH:15]1([P:16]([CH:17]2[CH2:18][CH2:19][CH2:20][CH2:21][CH2:22]2)[c:23]2[cH:24][cH:25][cH:26][cH:27][c:28]2-[c:29]2[c:30]([O:31][CH3:32])[cH:33][cH:34][cH:35][c:36]2[O:37][CH3:38])[CH2:39][CH2:40][CH2:41][CH2:42][CH2:43]1.[F:1][c:2]1[n:3][cH:4][cH:5][cH:6][c:7]1[I:8].[Na+:49].[O:52]=[C:53]([CH:54]=[CH:55][c:56]1[cH:57][cH:58][cH:59][cH:60][cH:61]1)[CH:62]=[CH:63][c:64]1[cH:65][cH:66][cH:67][cH:68][cH:69]1.[O:70]=[C:71]([CH:72]=[CH:73][c:74]1[cH:75][cH:76][cH:77][cH:78][cH:79]1)[CH:80]=[CH:81][c:82]1[cH:83][cH:84][cH:85][cH:86][cH:87]1.[O:88]=[C:89]([CH:90]=[CH:91][c:92]1[cH:93][cH:94][cH:95][cH:96][cH:97]1)[CH:98]=[CH:99][c:100]1[cH:101][cH:102][cH:103][cH:104][cH:105]1.[Pd:50].[Pd:51]>>[F:1][c:2]1[n:3][cH:4][cH:5][cH:6][c:7]1[N:14]1[CH2:9][CH2:10][O:11][CH2:12][CH2:13]1. The reactants are Cc1ccc(N)cc1, COc1ccc(Br)cc1. The reagents and catalysts are CCN=P(N=P(N(C)C)(N(C)C)N(C)C)(N(C)C)N(C)C (P2Et), CC(C)c1cc(C(C)C)c(-c2ccccc2P(C2CCCCC2)(C2CCCCC2)->[Pd]2(OS(=O)(=O)C(F)(F)F)<-Nc3ccccc3-c3ccccc32)c(C(C)C)c1 (XPhos). Run in CS(=O)C (DMSO), CS(=O)C (DMSO), CS(=O)C (DMSO), CS(=O)C (DMSO), CS(=O)C (DMSO). Run at temperature 60 celsius, time 16 hour. Yields the product COc1ccc(Nc2ccc(C)cc2)cc1. The yield is 47.6%. Procedure details: These solutions were added to a 384-
well source plate (80 µL per well). The Mosquito HTS liquid handling robot was used to dose
each of these solutions (200 nL each) into a 1536-well plate. Reactants: [Br-].[Li+] (lithium bromide), C1(=CC=C(C=C1)S(=O)(=O)OCCC1(CCCCC1)O)C (1-(2-p-toluenesulphonyloxyethyl)cyclohexanol). The solvent is CC(=O)C (acetone). Product: BrCCC1(CCCCC1)O (1-(2-bromoethyl)cyclohexanol). RXN SMILES: [Br-:1].[Li+].C1(C)C=CC(S(O[CH2:13][CH2:14][C:15]2([OH:21])[CH2:20][CH2:19][CH2:18][CH2:17][CH2:16]2)(=O)=O)=CC=1>CC(C)=O>[Br:1][CH2:13][CH2:14][C:15]1([OH:21])[CH2:20][CH2:19][CH2:18][CH2:17][CH2:16]1 |f:0.1|. Procedure details: A stirred solution of lithium bromide (70 g) and 1-(2-p-toluenesulphonyloxyethyl)cyclohexanol (16.4 g) in acetone (350 ml) was heated under reflux for 1 hour. The cooled reaction mixture was partially concentrated in vacuo and then partitioned between ether (300 ml) and water. The ether phase was washed with water and brine, dried and concentrated in vacuo to give 1-(2-bromoethyl)cyclohexanol [H; n=1, R1 +R2 =--(CH2)5 --] as an oil. Starting materials: CC1(C)Oc2ccc(C#N)cc2C2OC21, CCOC(C)=O, Cl, [H-], [Na+], O=C(O)c1cc2ccccc2[nH]1. The product is CC1(C)C=C(n2c(C(=O)O)cc3ccccc32)c2cc(C#N)ccc2O1. As a reaction SMILES: [C:1](#[N:2])[c:3]1[cH:4][cH:5][c:6]2[c:7]([cH:15]1)[CH:8]1[CH:9]([C:10]([CH3:12])([CH3:13])[O:11]2)[O:14]1.[CH3:31][CH2:32][O:33][C:34](=[O:35])[CH3:36].[ClH:30].[H-:28].[Na+:29].[nH:16]1[c:17]([C:25](=[O:26])[OH:27])[cH:18][c:19]2[cH:20][cH:21][cH:22][cH:23][c:24]12>>[C:1](#[N:2])[c:3]1[cH:4][cH:5][c:6]2[c:7]([cH:15]1)[C:8]([n:16]1[c:17]([C:25](=[O:26])[OH:27])[cH:18][c:19]3[cH:20][cH:21][cH:22][cH:23][c:24]13)=[CH:9][C:10]([CH3:12])([CH3:13])[O:11]2. The reactants are CCOC(=O)C(C)(C)Oc1cccc(C2CCCNC2)c1, Cc1ccccc1, CC(C)c1ccc(COC(=O)n2ccnc2)cc1, Cl, O. The product is CCOC(=O)C(C)(C)Oc1cccc(C2CCCN(C(=O)OCc3ccc(C(C)C)cc3)C2)c1. Reaction SMILES: [CH2:1]([CH3:2])[O:3][C:4]([C:5]([CH3:6])([O:7][c:8]1[cH:9][c:10]([CH:14]2[CH2:15][NH:16][CH2:17][CH2:18][CH2:19]2)[cH:11][cH:12][cH:13]1)[CH3:20])=[O:21].[CH3:41][c:42]1[cH:43][cH:44][cH:45][cH:46][cH:47]1.[CH:22]([CH3:23])([CH3:24])[c:25]1[cH:26][cH:27][c:28]([CH2:29][O:30][C:31](=[O:32])[n:33]2[cH:34][cH:35][n:36][cH:37]2)[cH:38][cH:39]1.[ClH:40].[OH2:48]>>[CH2:1]([CH3:2])[O:3][C:4]([C:5]([CH3:6])([O:7][c:8]1[cH:9][c:10]([CH:14]2[CH2:15][N:16]([C:31]([O:30][CH2:29][c:28]3[cH:27][cH:26][c:25]([CH:22]([CH3:23])[CH3:24])[cH:39][cH:38]3)=[O:32])[CH2:17][CH2:18][CH2:19]2)[cH:11][cH:12][cH:13]1)[CH3:20])=[O:21].